From a dataset of the Open Reaction Database (ORD), a public repository of structured organic reaction records. describe an organic reaction: reactants, conditions, products, and yield Starting materials: ClC1=NC(=NC(=C1)Cl)NC (4,6-dichloro-N-methyl-2-pyrimidinamine), CCN(C(C)C)C(C)C (Hunig's base), C[C@H]1NCCOC1 ((3R)-3-methylmorpholine). Solvent: C(C)O (ethanol). Run at temperature 100 celsius, time 2 day. Yields the product ClC1=NC(=NC(=C1)N1[C@@H](COCC1)C)NC (4-Chloro-N-methyl-6-[(3R)-3-methyl-4-morpholinyl]-2-pyrimidinamine). Yield: 68.7%. As a reaction SMILES: Cl[C:2]1[CH:7]=[C:6]([Cl:8])[N:5]=[C:4]([NH:9][CH3:10])[N:3]=1.CCN(C(C)C)C(C)C.[CH3:20][C@@H:21]1[CH2:26][O:25][CH2:24][CH2:23][NH:22]1>C(O)C>[Cl:8][C:6]1[CH:7]=[C:2]([N:22]2[CH2:23][CH2:24][O:25][CH2:26][C@H:21]2[CH3:20])[N:3]=[C:4]([NH:9][CH3:10])[N:5]=1. Procedure details: To a solution of 4,6-dichloro-N-methyl-2-pyrimidinamine (2 g, 11.23 mmol) in ethanol (50 mL) in a 200-mL RBF were added Hunig's base (5.89 mL, 33.7 mmol) and (3R)-3-methylmorpholine (1.546 g, 11.23 mmol). The reaction mixture was stirred at 100° C. in a sealed tube on a stirrer hotplate for 2 days. The reaction was concentrated in vacuo, and the residue was dissolved in EtOAc (200 mL) and washed with water (50 mL). The organic layer was dried over Na2SO4, filtered, then concentrated to afford th...